From a dataset of the Open Reaction Database (ORD), a public repository of structured organic reaction records. describe an organic reaction: reactants, conditions, products, and yield The reactants are C#CCc1c(C)nc2c(NCc3c(C)cccc3NC(=O)OC(C)(C)C)cccn12, CCO. The product is C#CCc1c(C)nc2c(NCc3c(C)cccc3N)cccn12. As a reaction SMILES: [CH3:1][c:2]1[c:3]([CH2:4][NH:5][c:6]2[c:7]3[n:8]([cH:9][cH:10][cH:11]2)[c:12]([CH2:16][C:17]#[CH:18])[c:13]([CH3:15])[n:14]3)[c:19]([NH:23][C:24]([O:25][C:26]([CH3:27])([CH3:28])[CH3:29])=[O:30])[cH:20][cH:21][cH:22]1.[CH3:31][CH2:32][OH:33]>>[CH3:1][c:2]1[c:3]([CH2:4][NH:5][c:6]2[c:7]3[n:8]([cH:9][cH:10][cH:11]2)[c:12]([CH2:16][C:17]#[CH:18])[c:13]([CH3:15])[n:14]3)[c:19]([NH2:23])[cH:20][cH:21][cH:22]1. Reactants: C1CCOC1, CCC(C)Oc1cc(OCc2ccccc2)cc(C(=O)OC)c1, [Na+], [OH-]. Yields the product CCC(C)Oc1cc(OCc2ccccc2)cc(C(=O)O)c1. As a reaction SMILES: [CH2:26]1[O:27][CH2:28][CH2:29][CH2:30]1.[CH3:1][CH:2]([CH2:3][CH3:4])[O:5][c:6]1[cH:7][c:8]([C:9](=[O:10])[O:11][CH3:12])[cH:13][c:14]([O:16][CH2:17][c:18]2[cH:19][cH:20][cH:21][cH:22][cH:23]2)[cH:15]1.[Na+:25].[OH-:24]>>[CH3:1][CH:2]([CH2:3][CH3:4])[O:5][c:6]1[cH:7][c:8]([C:9](=[O:10])[OH:11])[cH:13][c:14]([O:16][CH2:17][c:18]2[cH:19][cH:20][cH:21][cH:22][cH:23]2)[cH:15]1. Reported procedure: Dissolve 2-(carboethoxy)indan (6.49 g, 34.1mmol) in ethanol (95%, 150 mL) and water (75 mL). Add potassium hydroxide (9.5 g, 0.17 mol) and stir at room temperature for 1 hour. Partition between water (150 mL) and ethyl ether (2×150 mL). Acidify the aqueous phase with hydrochloric acid to pH 1. Extract with methylene chloride (2×150 mL), dry (Na2SO4) and evaporate the solvent in vacuo to give 2-indancarboxylic acid as a tan solid (3.82 g, 69%). Isolated yield 69.1%. The reactants are C(=O)(OCC)C1CC2=CC=CC=C2C1 (2-(carboethoxy)indan), [OH-].[K+] (potassium hydroxide). Run in C(C)O (ethanol), O (water). As a reaction SMILES: [C:1]([CH:6]1[CH2:14][C:13]2[C:8](=[CH:9][CH:10]=[CH:11][CH:12]=2)[CH2:7]1)([O:3]CC)=[O:2].[OH-].[K+]>C(O)C.O>[CH2:14]1[C:13]2[C:8](=[CH:9][CH:10]=[CH:11][CH:12]=2)[CH2:7][CH:6]1[C:1]([OH:3])=[O:2] |f:1.2|. Yields the product C1C(CC2=CC=CC=C12)C(=O)O (2-indancarboxylic acid). The reactants are O (water), C(C1=CC=CC=C1)C(O)C(O)CO (benzylglycerol), [OH-].[K+] (KOH), C1(=CC=CC=C1)C (toluene), BrCCCCCCCCCCCCCCCC (1-bromohexadecane). Product: C(C1=CC=CC=C1)OCC(COCCCCCCCCCCCCCCCC)OCCCCCCCCCCCCCCCC (3-Benzyl-1,2-dihexadecylglycerol). RXN SMILES: [CH2:1]([CH:8]([CH:10]([CH2:12][OH:13])O)O)[C:2]1[CH:7]=[CH:6][CH:5]=[CH:4][CH:3]=1.[OH-:14].[K+].Br[CH2:17][CH2:18][CH2:19][CH2:20][CH2:21][CH2:22][CH2:23][CH2:24][CH2:25][CH2:26][CH2:27][CH2:28][CH2:29][CH2:30][CH2:31][CH3:32].[OH2:33].[C:34]1([CH3:40])[CH:39]=[CH:38][CH:37]=[CH:36][CH:35]=1>>[CH2:40]([O:14][CH2:5][CH:6]([O:13][CH2:12][CH2:10][CH2:8][CH2:1][CH2:2][CH2:7][CH2:6][CH2:5][CH2:4][CH2:3][CH2:10][CH2:8][CH2:1][CH2:2][CH2:3][CH3:4])[CH2:7][O:33][CH2:17][CH2:18][CH2:19][CH2:20][CH2:21][CH2:22][CH2:23][CH2:24][CH2:25][CH2:26][CH2:27][CH2:28][CH2:29][CH2:30][CH2:31][CH3:32])[C:34]1[CH:39]=[CH:38][CH:37]=[CH:36][CH:35]=1 |f:1.2|. Reported procedure: To a refluxing mixture of benzylglycerol (50 g, 0.27 mol) and KOH (40 g, 0.76 mol), which had been freshly powdered in an electric milling device, in toluene (500 mL) was added 1-bromohexadecane (252 g, 9.76 mol) over a period of one hour. The mixture was refluxed overnight, with Dean-Stark removal of water of reaction. The slurry was stripped of toluene on a rotary evaporator, then the residue was slurried in CHC13 and washed with water. The organic phase was dried (MgSO4) and stripped. Unreact... The reactants are CCOC(=O)C1CCN(CCn2cccc(-c3ccc(C(=O)OCc4ccccc4)cc3)c2=O)CC1, CCO, [H][H]. Yields the product CCOC(=O)C1CCN(CCn2cccc(-c3ccc(C(=O)O)cc3)c2=O)CC1. RXN SMILES: [CH2:1]([c:2]1[cH:3][cH:4][cH:5][cH:6][cH:7]1)[O:8][C:9](=[O:10])[c:11]1[cH:12][cH:13][c:14](-[c:17]2[c:18](=[O:36])[n:19]([CH2:23][CH2:24][N:25]3[CH2:26][CH2:27][CH:28]([C:31](=[O:32])[O:33][CH2:34][CH3:35])[CH2:29][CH2:30]3)[cH:20][cH:21][cH:22]2)[cH:15][cH:16]1.[CH3:39][CH2:40][OH:41].[H:37][H:38]>>[O:8]=[C:9]([OH:10])[c:11]1[cH:12][cH:13][c:14](-[c:17]2[c:18](=[O:36])[n:19]([CH2:23][CH2:24][N:25]3[CH2:26][CH2:27][CH:28]([C:31](=[O:32])[O:33][CH2:34][CH3:35])[CH2:29][CH2:30]3)[cH:20][cH:21][cH:22]2)[cH:15][cH:16]1. Starting materials: N#Cc1ncccc1C(=O)c1cccc(Br)c1, CC(C)(C)S(N)=O, C1CCOC1, CO, O. Yields the product CC(C)(C)S(=O)N=C(c1cccc(Br)c1)c1cccnc1C#N. RXN SMILES: [Br:1][c:2]1[cH:3][c:4]([C:5](=[O:6])[c:7]2[c:8]([C:13]#[N:14])[n:9][cH:10][cH:11][cH:12]2)[cH:15][cH:16][cH:17]1.[C:18]([CH3:19])([CH3:20])([CH3:21])[S:22](=[O:23])[NH2:24].[CH2:25]1[O:26][CH2:27][CH2:28][CH2:29]1.[CH3:30][OH:31].[OH2:32]>>[Br:1][c:2]1[cH:3][c:4]([C:5]([c:7]2[c:8]([C:13]#[N:14])[n:9][cH:10][cH:11][cH:12]2)=[N:24][S:22]([C:18]([CH3:19])([CH3:20])[CH3:21])=[O:23])[cH:15][cH:16][cH:17]1.